From a dataset of the Open Reaction Database (ORD), a public repository of structured organic reaction records. describe an organic reaction: reactants, conditions, products, and yield Starting materials: BrC=1N=C(N2C1C=CC=C2)C(=O)C2=CC(=C(C=C2)[N+](=O)[O-])OC ((1-Bromoimidazo[1,5-a]pyridin-3-yl)(3-methoxy-4-nitrophenyl)methanone), CN(C=O)C (N,N-dimethylformamide). Reagents/catalysts: [C-]#N.[Zn+2].[C-]#N (zinc cyanide), C=1C=CC(=CC1)[P](C=2C=CC=CC2)(C=3C=CC=CC3)[Pd]([P](C=4C=CC=CC4)(C=5C=CC=CC5)C=6C=CC=CC6)([P](C=7C=CC=CC7)(C=8C=CC=CC8)C=9C=CC=CC9)[P](C=1C=CC=CC1)(C=1C=CC=CC1)C=1C=CC=CC1 (tetrakis(triphenylphosphine)palladium(0)). Run at temperature 90 celsius. Product: COC=1C=C(C(=O)C2=NC(=C3N2C=CC=C3)C#N)C=CC1[N+](=O)[O-] (3-(3-Methoxy-4-nitrobenzoyl)imidazo[1,5-a]pyridine-1-carbonitrile). RXN SMILES: Br[C:2]1[N:3]=[C:4]([C:11]([C:13]2[CH:18]=[CH:17][C:16]([N+:19]([O-:21])=[O:20])=[C:15]([O:22][CH3:23])[CH:14]=2)=[O:12])[N:5]2[CH:10]=[CH:9][CH:8]=[CH:7][C:6]=12.[CH3:24][N:25](C)C=O>[C-]#N.[Zn+2].[C-]#N.C1C=CC([P]([Pd]([P](C2C=CC=CC=2)(C2C=CC=CC=2)C2C=CC=CC=2)([P](C2C=CC=CC=2)(C2C=CC=CC=2)C2C=CC=CC=2)[P](C2C=CC=CC=2)(C2C=CC=CC=2)C2C=CC=CC=2)(C2C=CC=CC=2)C2C=CC=CC=2)=CC=1>[CH3:23][O:22][C:15]1[CH:14]=[C:13]([CH:18]=[CH:17][C:16]=1[N+:19]([O-:21])=[O:20])[C:11]([C:4]1[N:5]2[CH:10]=[CH:9][CH:8]=[CH:7][C:6]2=[C:2]([C:24]#[N:25])[N:3]=1)=[O:12] |f:2.3.4,^1:37,39,58,77|. Reported procedure: 2.17 g (18.48 mmol) of zinc cyanide and then 1.07 g (0.93 mmol) of tetrakis(triphenylphosphine)palladium(0) are added under a nitrogen atmosphere to 6.94 g (18.45 mmol) of (1-bromoimidazo[1,5-a]pyridin-3-yl)(3-methoxy-4-nitrophenyl)methanone obtained in example 20 in 160 ml of N,N-dimethylformamide. The reaction medium is heated at 90° C. for 17 h. The precipitate obtained is filtered off, washed with water, then with a saturated aqueous sodium bicarbonate solution and with water. After drying, ... Reactants: N(=NC(C#N)(C)C)C(C#N)(C)C (azobisisobutyronitrile), C(C=C)#N.O=C=C (acrylonitrile oxoethylene), O=C=C (oxoethylene), C(C=C)#N (acrylonitrile), ( a ), C(C=C)#N (acrylonitrile), C(=C)OC(C)(C)C (tertiarybutyl vinyl ether). Solvent: CS(=O)C (dimethyl sulphoxide). The product is C(C=C)#N.C(CCC)OC=C (acrylonitrile butoxyethylene), ( b ). As a reaction SMILES: [C:1](#[N:4])[CH:2]=[CH2:3].O=[C:6]=[CH2:7].O=C=C.C(#N)C=C.[CH:15]([O:17][C:18]([CH3:21])(C)C)=[CH2:16].N(C(C)(C)C#N)=NC(C)(C)C#N>CS(C)=O>[C:1](#[N:4])[CH:2]=[CH2:3].[CH2:18]([O:17][CH:15]=[CH2:16])[CH2:21][CH2:6][CH3:7] |f:0.1,7.8|. Reported procedure: A copolymer of acrylonitrile/oxoethylene containing 121/2 moles of oxoethylene per 100 moles of acrylonitrile was prepared by (a) copolymerising a mixture of acrylonitrile and tertiarybutyl vinyl ether dissolved in dimethyl sulphoxide solvent using azobisisobutyronitrile as an initiator to form an acrylonitrile/butoxyethylene copolymer, (b) dissolving the copolymer in an aqueous solution of sodium thiocyanate and hydrolysing the tertiarybutoxy grouping with hydrobromic acid to form an acrylonitr...